Dataset: the Open Reaction Database (ORD), a public repository of structured organic reaction records. Task: describe an organic reaction: reactants, conditions, products, and yield Reactants: C(C)(=O)OCC(=O)NC1=C(C#N)C(=CC=C1)[N+](=O)[O-] (2-(acetoxyacetylamino)-6-nitrobenzonitrile), C(C)O (ethanol), C1=CCCCC1 (cyclohexene). Reagents/catalysts: [C].[Pd] (palladium-carbon). Product: C(C)(=O)OCC(=O)NC1=C(C(=O)N)C(=CC=C1)N (2-(acetoxyacetylamino)-6-aminobenzamide). As a reaction SMILES: [C:1]([O:4][CH2:5][C:6]([NH:8][C:9]1[CH:16]=[CH:15][CH:14]=[C:13]([N+:17]([O-])=O)[C:10]=1[C:11]#[N:12])=[O:7])(=[O:3])[CH3:2].C1CCCCC=1.C([OH:28])C>[C].[Pd]>[C:1]([O:4][CH2:5][C:6]([NH:8][C:9]1[CH:16]=[CH:15][CH:14]=[C:13]([NH2:17])[C:10]=1[C:11]([NH2:12])=[O:28])=[O:7])(=[O:3])[CH3:2] |f:3.4|. Reported procedure: To a mixture of 2-(acetoxyacetylamino)-6-nitrobenzonitrile (5.7 g) and ethanol (50 ml) are added cyclohexene (10.5 ml) and 10% palladium-carbon (4.7 g). The mixture is refluxed for 20 minutes, and the reaction mixture is cooled to room temperature, and the solid materials are filtered off. The filtrate is distilled under reduced pressure. The residual crude crystals are recrystallized from ethanol to give the title compound (1.2 g) having the following physical properties. Starting materials: BrC=1C=C(C#N)C=CC1C1CCC=2N1C=NC2 (3-bromo-4-(6,7-dihydro-5H-pyrrolo[1,2-c]imidazol-5-yl)benzonitrile), CB1OB(OB(O1)C)C (trimethylboroxine), C(=O)([O-])[O-].[Na+].[Na+] (Na2CO3), [OH-].[K+] (KOH). The reagents and catalysts are C=1C=CC(=CC1)[P](C=2C=CC=CC2)(C=3C=CC=CC3)[Pd]([P](C=4C=CC=CC4)(C=5C=CC=CC5)C=6C=CC=CC6)([P](C=7C=CC=CC7)(C=8C=CC=CC8)C=9C=CC=CC9)[P](C=1C=CC=CC1)(C=1C=CC=CC1)C=1C=CC=CC1 (Pd(PPh3)4). Run in COCCOC (DME). Run at temperature 130 celsius. The product is C1=C2N(C=N1)C(CC2)C2=C(C=C(C#N)C=C2)C (4-(6,7-Dihydro-5H-pyrrolo[1,2-c]imidazol-5-yl)-3-methylbenzonitrile). As a reaction SMILES: Br[C:2]1[CH:3]=[C:4]([CH:7]=[CH:8][C:9]=1[CH:10]1[N:14]2[CH:15]=[N:16][CH:17]=[C:13]2[CH2:12][CH2:11]1)[C:5]#[N:6].[CH3:18]B1OB(C)OB(C)O1.C([O-])([O-])=O.[Na+].[Na+].[OH-].[K+]>COCCOC.C1C=CC([P]([Pd]([P](C2C=CC=CC=2)(C2C=CC=CC=2)C2C=CC=CC=2)([P](C2C=CC=CC=2)(C2C=CC=CC=2)C2C=CC=CC=2)[P](C2C=CC=CC=2)(C2C=CC=CC=2)C2C=CC=CC=2)(C2C=CC=CC=2)C2C=CC=CC=2)=CC=1>[CH:17]1[N:16]=[CH:15][N:14]2[CH:10]([C:9]3[CH:8]=[CH:7][C:4]([C:5]#[N:6])=[CH:3][C:2]=3[CH3:18])[CH2:11][CH2:12][C:13]=12 |f:2.3.4,5.6,^1:44,46,65,84|. Reported procedure: To a solution of 3-bromo-4-(6,7-dihydro-5H-pyrrolo[1,2-c]imidazol-5-yl)benzonitrile (0.100 g, 0.347 mmol) given in Example 3 (table 2) and trimethylboroxine (0.145 g, 1.04 mmol) in DME (3 mL); aqueous solutions of Na2CO3 (0.69 mL, 2 M) and KOH (0.17 mL, 2 M) are added. After degassing with nitrogen, Pd(PPh3)4 (0.040 g, 0.035 mmol) is added. The mixture is heated in a microwave reactor at 130° C. 1.5 h. At that point LCMS showed consumption of the starting material. The solution is diluted with e... Starting materials: CC=1NC=CN1 (2-methylimidazole), ClC=1N=C(C2=C(N1)SC1=C2CCCC1)NCC1=CC=C(C=C1)F (2-chloro-5,6,7,8-tetrahydro-4-(4-fluorobenzylamino)-[1]-benzothieno-[2,3-d]-pyrimidine). Product: CC=1N(C=CN1)C=1N=C(C2=C(N1)SC1=C2CCCC1)NCC1=CC=C(C=C1)F (2-(2-methylimidazol-1-yl)-5,6,7,8-tetrahydro-4-(4-fluorobenzylamino)-[1]-benzothieno-[2,3-d]-pyrimidine). RXN SMILES: [CH3:1][C:2]1[NH:3][CH:4]=[CH:5][N:6]=1.Cl[C:8]1[N:9]=[C:10]([NH:21][CH2:22][C:23]2[CH:28]=[CH:27][C:26]([F:29])=[CH:25][CH:24]=2)[C:11]2[C:16]3[CH2:17][CH2:18][CH2:19][CH2:20][C:15]=3[S:14][C:12]=2[N:13]=1>>[CH3:1][C:2]1[N:3]([C:8]2[N:9]=[C:10]([NH:21][CH2:22][C:23]3[CH:24]=[CH:25][C:26]([F:29])=[CH:27][CH:28]=3)[C:11]3[C:16]4[CH2:17][CH2:18][CH2:19][CH2:20][C:15]=4[S:14][C:12]=3[N:13]=2)[CH:4]=[CH:5][N:6]=1. Procedure: Following the procedure of Example 97, the reaction of 2-methylimidazole with 2-chloro-5,6,7,8-tetrahydro-4-(4-fluorobenzylamino)-[1]-benzothieno-[2,3-d]-pyrimidine gives 2-(2-methylimidazol-1-yl)-5,6,7,8-tetrahydro-4-(4-fluorobenzylamino)-[1]-benzothieno-[2,3-d]-pyrimidine. The reactants are FC(OC=1C=C2C(=NN(C2=CC1)CCCN(C)C)[Sn](CCCC)(CCCC)CCCC)F (3-(5-(difluoromethoxy)-3-(tributylstannyl)-1H-indazol-1-yl)-N,N-dimethylpropan-1-amine), BrC1=CN=C2C(=N1)C(=CN2)C(=O)NC(C)C (2-bromo-N-isopropyl-5H-pyrrolo[3,2-b]pyrazine-7-carboxamide). Reagents/catalysts: [Cu]I (CuI), C=1C=CC(=CC1)[P](C=2C=CC=CC2)(C=3C=CC=CC3)[Pd]([P](C=4C=CC=CC4)(C=5C=CC=CC5)C=6C=CC=CC6)([P](C=7C=CC=CC7)(C=8C=CC=CC8)C=9C=CC=CC9)[P](C=1C=CC=CC1)(C=1C=CC=CC1)C=1C=CC=CC1 (Pd(PPh3)4). Solvent: CN(C)C=O (DMF). Reaction conditions: temperature 80 celsius, time 9 minute. Product: FC(OC=1C=C2C(=NN(C2=CC1)C)C1=CN=C2C(=N1)C(=CN2)C(=O)NC(C)C)F (2-(5-(difluoromethoxy)-1-methyl-1H-indazol-3-yl)-N-isopropyl-5H-pyrrolo[3,2-b]pyrazine-7-carboxamide). The yield is 9.0%. As a reaction SMILES: [F:1][CH:2]([F:32])[O:3][C:4]1[CH:5]=[C:6]2[C:10](=[CH:11][CH:12]=1)[N:9]([CH2:13]CCN(C)C)[N:8]=[C:7]2[Sn](CCCC)(CCCC)CCCC.Br[C:34]1[N:39]=[C:38]2[C:40]([C:43]([NH:45][CH:46]([CH3:48])[CH3:47])=[O:44])=[CH:41][NH:42][C:37]2=[N:36][CH:35]=1>CN(C=O)C.[Cu]I.C1C=CC([P]([Pd]([P](C2C=CC=CC=2)(C2C=CC=CC=2)C2C=CC=CC=2)([P](C2C=CC=CC=2)(C2C=CC=CC=2)C2C=CC=CC=2)[P](C2C=CC=CC=2)(C2C=CC=CC=2)C2C=CC=CC=2)(C2C=CC=CC=2)C2C=CC=CC=2)=CC=1>[F:32][CH:2]([F:1])[O:3][C:4]1[CH:5]=[C:6]2[C:10](=[CH:11][CH:12]=1)[N:9]([CH3:13])[N:8]=[C:7]2[C:34]1[N:39]=[C:38]2[C:40]([C:43]([NH:45][CH:46]([CH3:48])[CH3:47])=[O:44])=[CH:41][NH:42][C:37]2=[N:36][CH:35]=1 |^1:59,61,80,99|. Reported procedure: To a solution of 3-(5-(difluoromethoxy)-3-(tributylstannyl)-1H-indazol-1-yl)-N,N-dimethylpropan-1-amine (200 mg, 0.36 mmol) and 2-bromo-N-isopropyl-5H-pyrrolo[3,2-b]pyrazine-7-carboxamide (180 mg, 0.43 mmol) in DMF (10 mL) were added CuI (18 mg, 0.08 mmol) and Pd(PPh3)4 (14 mg, 0.014 mmol), Then the reaction mixture was degassed by bubbling nitrogen for 3 minutes and refilled with nitrogen. The mixture was heated to 80° C. for 5 hours under nitrogen, after cooling to room temperature, water (50 ... The reactants are CCCCCC=CCC=CCC=CCCCCC(C)O, CCCCCC=CCC=CCC=CCCCCC(C)O, CC(C)=O, [I-], [Na+], Cc1ccc(S(=O)(=O)Cl)cc1, Cc1ccc(S(=O)(=O)O)cc1, Cc1ccc(S(=O)(=O)[O-])cc1, c1ccncc1. Product: CCCCCC=CCC=CCC=CCCCCC(C)I. Reaction SMILES: [CH3:1][CH:2]([CH2:3][CH2:4][CH2:5][CH2:6][CH:7]=[CH:8][CH2:9][CH:10]=[CH:11][CH2:12][CH:13]=[CH:14][CH2:15][CH2:16][CH2:17][CH2:18][CH3:19])[OH:20].[CH3:43][CH:44]([OH:45])[CH2:46][CH2:47][CH2:48][CH2:49][CH:50]=[CH:51][CH2:52][CH:53]=[CH:54][CH2:55][CH:56]=[CH:57][CH2:58][CH2:59][CH2:60][CH2:61][CH3:62].[CH3:76][C:77](=[O:78])[CH3:79].[I-:75].[Na+:74].[c:21]1([CH3:22])[cH:23][cH:24][c:25]([S:26]([Cl:27])(=[O:28])=[O:29])[cH:30][cH:31]1.[c:32]1([CH3:33])[cH:34][cH:35][c:36]([S:37]([OH:38])(=[O:39])=[O:40])[cH:41][cH:42]1.[c:63]1([CH3:64])[cH:65][cH:66][c:67]([S:68]([O-:69])(=[O:70])=[O:71])[cH:72][cH:73]1.[cH:80]1[cH:81][cH:82][n:83][cH:84][cH:85]1>>[CH3:1][CH:2]([CH2:3][CH2:4][CH2:5][CH2:6][CH:7]=[CH:8][CH2:9][CH:10]=[CH:11][CH2:12][CH:13]=[CH:14][CH2:15][CH2:16][CH2:17][CH2:18][CH3:19])[I:75].